From a dataset of the Open Reaction Database (ORD), a public repository of structured organic reaction records. describe an organic reaction: reactants, conditions, products, and yield The reactants are [I-].[N+](=O)([O-])C1=C(C=CC2=[N+](C=CC=C2)C)C=CC=C1 (2-(o-nitrostyryl)-1-methylpyridinium iodide). Reagents/catalysts: [Pt]=O (platinum oxide). Solvent: C(C)O (ethanol). Yields the product NC1=C(CCC2N(CCCC2)C)C=CC=C1 (2-(o-aminophenethyl)-1-methylpiperidine). Yield: 87.0%. RXN SMILES: [I-].[N+:2]([C:5]1[CH:19]=[CH:18][CH:17]=[CH:16][C:6]=1[CH:7]=[CH:8][C:9]1[CH:14]=[CH:13][CH:12]=[CH:11][N+:10]=1[CH3:15])([O-])=O>[Pt]=O.C(O)C>[NH2:2][C:5]1[CH:19]=[CH:18][CH:17]=[CH:16][C:6]=1[CH2:7][CH2:8][CH:9]1[CH2:14][CH2:13][CH2:12][CH2:11][N:10]1[CH3:15] |f:0.1|. Procedure details: A suspension of 2-(o-nitrostyryl)-1-methylpyridinium iodide (40.5 mg., 0.11 mole) prepared according to the method of L. Horwitz, J. Org. Chem., 21, 1039 (1956) in 200 ml. of ethanol is hydrogenated in a Parr hydrogenation apparatus employing 0.3 g. of platinum oxide catalyst while maintaining a reaction temperature of from about 50° to 75°C. When the hydrogen uptake ceases (about 3 hours), the reduction mixture is filtered, the filtrate evaporated and the resulting residue taken up in 500 ml. o...